From a dataset of the Open Reaction Database (ORD), a public repository of structured organic reaction records. describe an organic reaction: reactants, conditions, products, and yield The reactants are NC=1N(C=C(N1)CCCCCC#C)C(=O)OC(C)(C)C (tert-butyl 2-amino-4-(hept-6-ynyl)-1H-imidazole-1-carboxylate), N(=[N+]=[N-])CCNC(=O)C=1NC=C(C1)Br (N-(2-azidoethyl)-4-bromo-1H-pyrrole-2-carboxamide). The product is NC=1N(C=C(N1)CCCCCC=1N=NN(C1)CCNC(=O)C=1NC=C(C1)Br)C(=O)OC(C)(C)C (tert-butyl 2-amino-4-(5-(1-(2-(4-bromo-1H-pyrrole-2-carboxamido)ethyl)-1H-1,2,3-triazol-4-yl)pentyl)-1H-imidazole-1-carboxylate). RXN SMILES: [NH2:1][C:2]1[N:3]([C:14]([O:16][C:17]([CH3:20])([CH3:19])[CH3:18])=[O:15])[CH:4]=[C:5]([CH2:7][CH2:8][CH2:9][CH2:10][CH2:11][C:12]#[CH:13])[N:6]=1.[N:21]([CH2:24][CH2:25][NH:26][C:27]([C:29]1[NH:30][CH:31]=[C:32]([Br:34])[CH:33]=1)=[O:28])=[N+:22]=[N-:23]>>[NH2:1][C:2]1[N:3]([C:14]([O:16][C:17]([CH3:20])([CH3:19])[CH3:18])=[O:15])[CH:4]=[C:5]([CH2:7][CH2:8][CH2:9][CH2:10][CH2:11][C:12]2[N:23]=[N:22][N:21]([CH2:24][CH2:25][NH:26][C:27]([C:29]3[NH:30][CH:31]=[C:32]([Br:34])[CH:33]=3)=[O:28])[CH:13]=2)[N:6]=1. Reported procedure: tert-butyl 2-amino-4-(hept-6-ynyl)-1H-imidazole-1-carboxylate (0.104 g, 0.375 mmol) was reacted with N-(2-azidoethyl)-4-bromo-1H-pyrrole-2-carboxamide (0.131 g, 0.375 mmol) following the general click procedure to give tert-butyl 2-amino-4-(5-(1-(2-(4-bromo-1H-pyrrole-2-carboxamido)ethyl)-1H-1,2,3-triazol-4-yl)pentyl)-1H-imidazole-1-carboxylate 1H NMR (300 MHz, CDCl3) δ 11.44 (s, 1H), δ 7.84 (s, 1H), δ 7.28 (s, 1H), δ 6.84 (s, 1H), δ 6.74 (s, 1H), δ 6.46 (s, 1H), δ 4.89 (s, 2H), δ 3.82 (s, 2H), ...